From a dataset of the Open Reaction Database (ORD), a public repository of structured organic reaction records. describe an organic reaction: reactants, conditions, products, and yield The product is C(C)OC(NN1CCC2=C(C(C1)OC1=CC=C(C=C1)C(F)(F)F)C=CC=C2)=O (N-[2,3,4,5-Tetrahydro-1-(4-trifluoromethylphenoxy)-3-benzazepin-3-yl]carbamic acid ethyl ester). RXN SMILES: Cl[C:2]([O:4][CH2:5][CH3:6])=[O:3].[NH2:7][N:8]1[CH2:14][CH:13]([O:15][C:16]2[CH:21]=[CH:20][C:19]([C:22]([F:25])([F:24])[F:23])=[CH:18][CH:17]=2)[C:12]2[CH:26]=[CH:27][CH:28]=[CH:29][C:11]=2[CH2:10][CH2:9]1.C(=O)(O)[O-].[Na+]>ClCCl>[CH2:5]([O:4][C:2](=[O:3])[NH:7][N:8]1[CH2:14][CH:13]([O:15][C:16]2[CH:17]=[CH:18][C:19]([C:22]([F:23])([F:24])[F:25])=[CH:20][CH:21]=2)[C:12]2[CH:26]=[CH:27][CH:28]=[CH:29][C:11]=2[CH2:10][CH2:9]1)[CH3:6] |f:2.3|. The yield is 20.0%. Starting materials: C([O-])(O)=O.[Na+] (sodium bicarbonate), ClC(=O)OCC (ethyl chloroformate), NN1CCC2=C(C(C1)OC1=CC=C(C=C1)C(F)(F)F)C=CC=C2 (3-amino-2,3,4,5-tetrahydro-1-(4-trifluoromethylphenoxy)-3-benzazepine). Procedure: A solution of ethyl chloroformate (3.6 g) in 25 ml dichloromethane was slowly added to a solution of 3-amino-2,3,4,5-tetrahydro-1-(4-trifluoromethylphenoxy)-3-benzazepine (9 g) in 100 ml dichloromethane containing sodium bicarbonate (7 g). After one hour, the reaction mixture was filtered and concentrated to 11 g solid. A 3 g sample was recrystallized from ether to yield 2.2 g white crystals, mp 156°-157°. Solvent: ClCCl (dichloromethane), ClCCl (dichloromethane). Conditions: time 1 hour.